Dataset: the Open Reaction Database (ORD), a public repository of structured organic reaction records. Task: describe an organic reaction: reactants, conditions, products, and yield Starting materials: FC1=CC=C(C(=O)C2(CCNCC2)O)C=C1 (4-(p-fluorobenzoyl)-4-hydroxy-piperidine), C(C)(=O)C1=CC(=C(OCCCCl)C=C1)OC (3-(p-acetyl-o-methoxyphenoxy)-propyl chloride), C([O-])([O-])=O.[Na+].[Na+] (sodium carbonate). The solvent is C(C(C)C)OC(C)=O (iso-butylacetate). Yields the product Cl.C(C)(=O)C1=CC(=C(OCCCN2CCC(CC2)(O)C(C2=CC=C(C=C2)F)=O)C=C1)OC (1-[3-(p-Acetyl-o-methoxyphenoxy)-propyl]-4-(p-fluorobenzoyl)-4-hydroxy-piperidine hydrochloride). As a reaction SMILES: [F:1][C:2]1[CH:16]=[CH:15][C:5]([C:6]([C:8]2([OH:14])[CH2:13][CH2:12][NH:11][CH2:10][CH2:9]2)=[O:7])=[CH:4][CH:3]=1.[C:17]([C:20]1[CH:30]=[CH:29][C:23]([O:24][CH2:25][CH2:26][CH2:27][Cl:28])=[C:22]([O:31][CH3:32])[CH:21]=1)(=[O:19])[CH3:18].C(=O)([O-])[O-].[Na+].[Na+]>C(OC(=O)C)C(C)C>[ClH:28].[C:17]([C:20]1[CH:30]=[CH:29][C:23]([O:24][CH2:25][CH2:26][CH2:27][N:11]2[CH2:12][CH2:13][C:8]([C:6](=[O:7])[C:5]3[CH:15]=[CH:16][C:2]([F:1])=[CH:3][CH:4]=3)([OH:14])[CH2:9][CH2:10]2)=[C:22]([O:31][CH3:32])[CH:21]=1)(=[O:19])[CH3:18] |f:2.3.4,6.7|. Reported procedure: A stirred mixture of 11.1 g (0.05 mole) of 4-(p-fluorobenzoyl)-4-hydroxy-piperidine, 14.6 g (0.06 mole) of 3-(p-acetyl-o-methoxyphenoxy)-propyl chloride and 25 g of anhydrous sodium carbonate in 350 ml iso-butylacetate was allowed to reflux for 48 h. The mixture was filtered and the filtrate was concentrated under vacuum. The residual oil was converted to the HCl salt. 1-[3-(p-Acetyl-o-methoxyphenoxy)propyl]-4-(p-fluorobenzoyl)-4-hydroxy-piperidine hydrochloride was recrystallised from ethanol. ... Starting materials: [H][H] (hydrogen), C(C1=CC=CC=C1)OC(C(CC1=CC=C(C=C1)C(=O)OC(C)(C)C)NC(C)=O)=O (rac.-2-acetamido-3-[4-((1,1-dimethylethoxy)carbonyl]phenyl]propanoic acid benzyl ester), [H][H] (hydrogen). Reagents/catalysts: [Pd] (Pd/C). Solvent: C(C)O (ethanol). Product: C(C)(=O)NC(C(=O)O)CC1=CC=C(C=C1)C(=O)OC(C)(C)C (rac.-2-acetamido-3-[4-[(1,1-dimethylethoxy)carbonyl]phenyl]propanoic acid). Isolated yield 89.0%. Reaction SMILES: C([O:8][C:9](=[O:29])[CH:10]([NH:25][C:26](=[O:28])[CH3:27])[CH2:11][C:12]1[CH:17]=[CH:16][C:15]([C:18]([O:20][C:21]([CH3:24])([CH3:23])[CH3:22])=[O:19])=[CH:14][CH:13]=1)C1C=CC=CC=1.[H][H]>C(O)C.[Pd]>[C:26]([NH:25][CH:10]([CH2:11][C:12]1[CH:13]=[CH:14][C:15]([C:18]([O:20][C:21]([CH3:24])([CH3:23])[CH3:22])=[O:19])=[CH:16][CH:17]=1)[C:9]([OH:29])=[O:8])(=[O:28])[CH3:27]. Procedure details: A suspension of rac.-2-acetamido-3-[4-((1,1-dimethylethoxy)carbonyl]phenyl]propanoic acid benzyl ester (3.3 g, 8 mmol) and 10% Pd/C (320 mg) in ethanol (100 mL) was blanketed with hydrogen (1 atm) at room temperature. Upon the consumption of 1 equivalent of hydrogen, the mixture was filtered through celite. The celite pad was washed with ethanol (50 mL) and the filtrates were combined and concentrated. The resultant solid was purified by recrystallization from ethyl acetate/hexane to give rac.-2... Reaction SMILES: [F:1][c:2]1[c:3]([C:4]([OH:5])=[O:6])[cH:7][c:8]([Si:11]([CH3:12])([CH3:13])[CH3:14])[cH:9][cH:10]1.[N-:20]=[N+:21]=[N-:22].[Na+:19].[OH2:23].[S:15]([Cl:16])([Cl:17])=[O:18]>>[F:1][c:2]1[c:3]([NH2:20])[cH:7][c:8]([Si:11]([CH3:12])([CH3:13])[CH3:14])[cH:9][cH:10]1. The reactants are C[Si](C)(C)c1ccc(F)c(C(=O)O)c1, [N-]=[N+]=[N-], [Na+], O, O=S(Cl)Cl. Product: C[Si](C)(C)c1ccc(F)c(N)c1. Starting materials: O=C(C(=O)O)CCC1=CC=C(C=C1)Cl (2-oxo-4-(4-chlorophenyl)butyric acid), C(C1=CC=CC=C1)OC(=O)NCCSCC[C@H](N)C(=O)N1[C@H](C(=O)O)CCC1 (N-[S-(2-benzyloxycarbonylaminoethyl)-L-homocysteinyl]-L-proline). Product: C(C1=CC=CC=C1)OC(=O)NCCSCC[C@H](NC(CCC1=CC=C(C=C1)Cl)C(=O)O)C(=O)N1[C@H](C(=O)O)CCC1 (N-[S-(2-benzyloxycarbonylaminoethyl)-N-{1-carboxy-3-(4-chlorophenyl)propyl}-L-homocysteinyl]-L-proline). RXN SMILES: O=[C:2]([CH2:6][CH2:7][C:8]1[CH:13]=[CH:12][C:11]([Cl:14])=[CH:10][CH:9]=1)[C:3]([OH:5])=[O:4].[CH2:15]([O:22][C:23]([NH:25][CH2:26][CH2:27][S:28][CH2:29][CH2:30][C@@H:31]([C:33]([N:35]1[CH2:42][CH2:41][CH2:40][C@H:36]1[C:37]([OH:39])=[O:38])=[O:34])[NH2:32])=[O:24])[C:16]1[CH:21]=[CH:20][CH:19]=[CH:18][CH:17]=1>>[CH2:15]([O:22][C:23]([NH:25][CH2:26][CH2:27][S:28][CH2:29][CH2:30][C@@H:31]([C:33]([N:35]1[CH2:42][CH2:41][CH2:40][C@H:36]1[C:37]([OH:39])=[O:38])=[O:34])[NH:32][CH:2]([C:3]([OH:5])=[O:4])[CH2:6][CH2:7][C:8]1[CH:13]=[CH:12][C:11]([Cl:14])=[CH:10][CH:9]=1)=[O:24])[C:16]1[CH:21]=[CH:20][CH:19]=[CH:18][CH:17]=1. Procedure: In the manner described in Examples 3, 5 and 6, 2-oxo-4-(4-chlorophenyl)butyric acid and N-[S-(2-benzyloxycarbonylaminoethyl)-L-homocysteinyl]-L-proline were condensed to afford N-[S-(2-benzyloxycarbonylaminoethyl)-N-{1-carboxy-3-(4-chlorophenyl)propyl}-L-homocysteinyl]-L-proline. This reaction was followed by the removal of the carbobenzoxy group with 30-32% HBr in glacial acetic acid to give N-[S-(2-aminoethyl)-N-{1-carboxy-3-(4-chlorophenyl)propyl}-L-homocysteinyl]-L-proline in 67% yield; a w... Reactants: Cl (hydrochloric acid), C(#N)C1=CC=C(C(=O)NC2=CC=C(CN3N=C(C4=CC=CC=C34)CC(=O)OCC)C=C2)C=C1 (Ethyl 2-[1-[4-(4-cyanobenzamido)benzyl]-1H-indazol-3-yl]acetate), O (Water), O.[OH-].[Li+] (lithium hydroxide monohydrate). Solvent: O1CCCC1 (tetrahydrofuran), aqueous solution. Yields the product C(#N)C1=CC=C(C(=O)NC2=CC=C(CN3N=C(C4=CC=CC=C34)CC(=O)O)C=C2)C=C1 (2-[1-[4-(4-cyanobenzamido)benzyl]-1H-indazol-3-yl]acetic acid). The yield is 60.9%. Reaction SMILES: [C:1]([C:3]1[CH:33]=[CH:32][C:6]([C:7]([NH:9][C:10]2[CH:31]=[CH:30][C:13]([CH2:14][N:15]3[C:23]4[C:18](=[CH:19][CH:20]=[CH:21][CH:22]=4)[C:17]([CH2:24][C:25]([O:27]CC)=[O:26])=[N:16]3)=[CH:12][CH:11]=2)=[O:8])=[CH:5][CH:4]=1)#[N:2].O.[OH-].[Li+].O.Cl>O1CCCC1>[C:1]([C:3]1[CH:33]=[CH:32][C:6]([C:7]([NH:9][C:10]2[CH:31]=[CH:30][C:13]([CH2:14][N:15]3[C:23]4[C:18](=[CH:19][CH:20]=[CH:21][CH:22]=4)[C:17]([CH2:24][C:25]([OH:27])=[O:26])=[N:16]3)=[CH:12][CH:11]=2)=[O:8])=[CH:5][CH:4]=1)#[N:2] |f:1.2.3|. Procedure details: Ethyl 2-[1-[4-(4-cyanobenzamido)benzyl]-1H-indazol-3-yl]acetate (121 mg, 0.276 mmol) was dissolved in tetrahydrofuran (20 mL), and in an ice bath 10 mL aqueous solution dissolving lithium hydroxide monohydrate (58 mg, 1.38 mmol) was added. It was reacted at room temperature for 3 h, and the reaction was monitored to be complete by TLC. Water was added into the system, and adjusted to pH≈3-4 with diluted hydrochloric acid. A solid precipitated, which was filtered and dried, and the resulting soli... The reactants are CC(C)c1nnc2ccc(Cl)nn12, [I-], I, [Na+]. Product: CC(C)c1nnc2ccc(I)nn12. Reaction SMILES: [Cl:1][c:2]1[cH:3][cH:4][c:5]2[n:6]([n:7]1)[c:8]([CH:11]([CH3:12])[CH3:13])[n:9][n:10]2.[I-:15].[IH:16].[Na+:14]>>[c:2]1([I:15])[cH:3][cH:4][c:5]2[n:6]([n:7]1)[c:8]([CH:11]([CH3:12])[CH3:13])[n:9][n:10]2. Starting materials: CC(=O)O (AcOH), NC1=C(OC2=C1C(=C(C=C2)OC)Cl)C(C=CC=2N=C(SC2)NC(C(C)C)=O)=O (N-{4-[3-(3-amino-4-chloro-5-methoxy-benzofuran-2-yl)-3-oxo-propenyl]-thiazol-2-yl}-isobutyramide), OP(=O)(O)O (H3PO4). Reagents/catalysts: [Cl-].[Cl-].[Zn+2] (ZnCl2). The solvent is CC#N (MeCN). Conditions: temperature 80 celsius, time 8 hour. Yields the product ClC1=C(C=CC2=C1C=1NC(CC(C1O2)=O)C=2N=C(SC2)NC(C(C)C)=O)OC (9-chloro-2-(2-isobutyrylamino-thiazole-4-yl)-8-methoxy-2,3-dihydro-benzofuro[3,2-b]pyridin-4(1H)-one). Isolated yield 19.2%. RXN SMILES: [NH2:1][C:2]1[C:6]2[C:7]([Cl:13])=[C:8]([O:11][CH3:12])[CH:9]=[CH:10][C:5]=2[O:4][C:3]=1[C:14](=[O:28])[CH:15]=[CH:16][C:17]1[N:18]=[C:19]([NH:22][C:23](=[O:27])[CH:24]([CH3:26])[CH3:25])[S:20][CH:21]=1.CC(O)=O.OP(O)(O)=O>CC#N.[Cl-].[Cl-].[Zn+2]>[Cl:13][C:7]1[C:6]2[C:2]3[NH:1][CH:16]([C:17]4[N:18]=[C:19]([NH:22][C:23](=[O:27])[CH:24]([CH3:26])[CH3:25])[S:20][CH:21]=4)[CH2:15][C:14](=[O:28])[C:3]=3[O:4][C:5]=2[CH:10]=[CH:9][C:8]=1[O:11][CH3:12] |f:4.5.6|. Procedure: To a mixture of 11E (2.6 g, 6.19 mmol) in MeCN (30 mL) was added ZnCl2 (1.27 g, 1.5 eq, 9.3 mmol) at room temperature, followed by AcOH (30 mL) and H3PO4 (30 mL) The reaction mixture was stirred 80° C. overnight. After reaction completed, the mixture was cooled and poured into crushed ice under stirring, neutralized to pH=7˜8, extracted with ethyl acetate, dried and concentrated to give 1.6 g of crude product, which was purified by column chromatography on silica gel to give 500 mg of pure produ...